Dataset: the Open Reaction Database (ORD), a public repository of structured organic reaction records. Task: describe an organic reaction: reactants, conditions, products, and yield The reactants are [H-].[Na+] (sodium hydride), CC1=CC(=C(C=C1C)NC(=O)N1CCN(CC1)C1=CC(=CC(=C1)F)F)OC (1-[(4,5-Dimethyl-2-methoxyphenyl)aminocarbonyl]-4-(3,5-difluorophenyl)piperazine), IC(C)C (2-iodopropane). Run in CN(C=O)C (dimethylformamide). Conditions: time 15 minute. The product is C(C)(C)N(C(=O)N1CCN(CC1)C1=CC(=CC(=C1)F)F)C1=C(C=C(C(=C1)C)C)OC (1-[N-Isopropyl-N-(4,5-dimethyl-2-methoxyphenyl)aminocarbonyl]-4-(3,5-difluorophenyl)piperazine). Yield: 84.0%. As a reaction SMILES: [CH3:1][C:2]1[C:7]([CH3:8])=[CH:6][C:5]([NH:9][C:10]([N:12]2[CH2:17][CH2:16][N:15]([C:18]3[CH:23]=[C:22]([F:24])[CH:21]=[C:20]([F:25])[CH:19]=3)[CH2:14][CH2:13]2)=[O:11])=[C:4]([O:26][CH3:27])[CH:3]=1.[H-].[Na+].I[CH:31]([CH3:33])[CH3:32]>CN(C)C=O>[CH:31]([N:9]([C:5]1[CH:6]=[C:7]([CH3:8])[C:2]([CH3:1])=[CH:3][C:4]=1[O:26][CH3:27])[C:10]([N:12]1[CH2:17][CH2:16][N:15]([C:18]2[CH:23]=[C:22]([F:24])[CH:21]=[C:20]([F:25])[CH:19]=2)[CH2:14][CH2:13]1)=[O:11])([CH3:33])[CH3:32] |f:1.2|. Procedure details: 1-[(4,5-Dimethyl-2-methoxyphenyl)aminocarbonyl]-4-(3,5-difluorophenyl)piperazine(0.2 g, 0.52 mmole) was dissolved in dimethylformamide(15 ml) and thereto sodium hydride(12.48 mg, 0.52 mmole) was slowly added. The resulting mixture was stirred at room temperature for 15 min. After 2-iodopropane(87.88 mg, 0.52 mmole) was added thereto, the resulting mixture was stirred at room temperature for 16 hours. The resulting mixture was concentrated under the reduced pressure to remove the used solvent, ex... The reactants are C(N)(=O)CN1C(N(CC1=O)CC(CC(=O)OCC(C)C)O)C(C)C (2-methylpropyl 3-carbamoylmethyl-Beta-hydroxy-2-(1-methylethyl)-4-oxo-1-imidazolidinebutanoate). Run in CN(C=O)C (dimethylformamide), O (water). Run at temperature 0 celsius, time 30 minute. The product is OC1CC(N(C1)CC(=O)NCC(=O)N)=O (2-(4-Hydroxy-2-oxo-1-pyrrolidineacetamido)acetamide). Isolated yield 0.0%. RXN SMILES: [C:1]([CH2:4][N:5]1[C:9](=[O:10])[CH2:8][N:7]([CH2:11][CH:12]([OH:21])[CH2:13][C:14](OCC(C)C)=[O:15])C1C(C)C)(=[O:3])[NH2:2]>CN(C)C=O.O>[OH:21][CH:12]1[CH2:11][N:7]([CH2:8][C:9]([NH:5][CH2:4][C:1]([NH2:2])=[O:3])=[O:10])[C:14](=[O:15])[CH2:13]1. Procedure: A solution of 11.8 g (34.3 mol) of 2-methylpropyl 3-carbamoylmethyl-Beta-hydroxy-2-(1-methylethyl)-4-oxo-1-imidazolidinebutanoate in 90 ml of dimethylformamide and 10 ml of water was gently refluxed (external temp. 130° C.) for 24 hours. The solvent was evaporated under reduced pressure. The oily residue was taken up with 40 ml of ethanol and stirred at 0° C. for 30 minutes. The precipitate was collected and crystallized from ethanol/isopropanol 1:1 to give 2.5 g of the title compound as a white... Reactants: Ir, C=C[C@H]1CN2CC[C@H]1C[C@H]2[C@@H](C3=CC=NC4=CC=CC=C34)O ((−) cinchonidine), [H][H] (hydrogen), Example 10, COC(=O)C(=O)C1=CC=CC=C1 (methyl benzoyl formate). Run in C1(=CC=CC=C1)C (toluene). Yields the product C([C@H](O)C1=CC=CC=C1)(=O)OC ((R)-methyl mandelate). Isolated yield 88.5%. RXN SMILES: [CH3:1][O:2][C:3]([C:5]([C:7]1[CH:12]=[CH:11][CH:10]=[CH:9][CH:8]=1)=[O:6])=[O:4].C=C[C@@H]1[C@@H]2C[C@@H]([C@H](O)C3C4C(=CC=CC=4)N=CC=3)N(CC2)C1.[H][H]>C1(C)C=CC=CC=1>[C:3]([O:2][CH3:1])(=[O:4])[C@@H:5]([C:7]1[CH:12]=[CH:11][CH:10]=[CH:9][CH:8]=1)[OH:6]. Procedure details: The cross-linked Ir cluster composition obtained in Example 10 (14.4 mg, 0.01 mmole), methyl benzoyl formate (164.2 mg, 1.0 mmole), (−) cinchonidine (3.8 mg, 0.013 mmole) and toluene (5 ml) were mixed in an autoclave and agitated for five hours at room temperature in a hydrogen atmosphere at 50 atmospheres pressure. The cross linked Ir cluster composition was removed by filtration after the reaction. The filtrate was concentrated, and the residue was purified using PTLC to obtain (R)-methyl mand... Starting materials: CCOC(C)=O, C=CCC(O)(c1cn(Cc2ccc3c(-c4cccc(F)c4)cc(=O)oc3c2)nn1)C(F)(F)F. Yields the product CCCC(O)(c1cn(Cc2ccc3c(-c4cccc(F)c4)cc(=O)oc3c2)nn1)C(F)(F)F. RXN SMILES: [CH3:34][CH2:35][O:36][C:37]([CH3:38])=[O:39].[F:1][c:2]1[cH:3][c:4](-[c:8]2[cH:9][c:10](=[O:33])[o:11][c:12]3[cH:13][c:14]([CH2:18][n:19]4[n:20][n:21][c:22]([C:24]([CH2:25][CH:26]=[CH2:27])([C:28]([F:29])([F:30])[F:31])[OH:32])[cH:23]4)[cH:15][cH:16][c:17]23)[cH:5][cH:6][cH:7]1>>[F:1][c:2]1[cH:3][c:4](-[c:8]2[cH:9][c:10](=[O:33])[o:11][c:12]3[cH:13][c:14]([CH2:18][n:19]4[n:20][n:21][c:22]([C:24]([CH2:25][CH2:26][CH3:27])([C:28]([F:29])([F:30])[F:31])[OH:32])[cH:23]4)[cH:15][cH:16][c:17]23)[cH:5][cH:6][cH:7]1. Starting materials: CC1=CC(=C(C=N1)CNC(OC(C)(C)C)=O)C(F)(F)F (tert-butyl ((6-methyl-4-(trifluoromethyl)pyridin-3-yl)methyl)carbamate), ClC1=C(C(=O)OO)C=CC=C1 (chloroperoxybenzoic acid), Cl (HCl), O1CCOCC1 (dioxane). Solvent: C(Cl)Cl (DCM), CO (MeOH). Conditions: time 12 hour. Product: NCC=1C(=CC(=[N+](C1)[O-])C)C(F)(F)F (5-(aminomethyl)-2-methyl-4-(trifluoromethyl)pyridine 1-oxide). Yield: 90.0%. RXN SMILES: [CH3:1][C:2]1[N:7]=[CH:6][C:5]([CH2:8][NH:9]C(=O)OC(C)(C)C)=[C:4]([C:17]([F:20])([F:19])[F:18])[CH:3]=1.ClC1C=CC=CC=1C(OO)=[O:25].Cl.O1CCOCC1>C(Cl)Cl.CO>[NH2:9][CH2:8][C:5]1[C:4]([C:17]([F:20])([F:19])[F:18])=[CH:3][C:2]([CH3:1])=[N+:7]([O-:25])[CH:6]=1. Reported procedure: To a round-bottomed flask was added tert-butyl ((6-methyl-4-(trifluoromethyl)pyridin-3-yl)methyl)carbamate (1.0 equiv.) which was dissolved in DCM (0.7 M). To this solution was added in-chloroperoxybenzoic acid (1.3 equiv.) and the mixture was stirred at room temperature for 12 h. The solvent was removed to afford a crude solid which was dissolved in MeOH and 4 N HCl in dioxane (4.2 equiv.) was added at room temperature. The mixture was stirred for 24 h and some precipitate begun to form. The vo... Starting materials: C1=CN(C=N1)C(=O)N2C=CN=C2 (CDI), CI (methyl iodide), OCC1CCC(CC1)O (4-hydroxymethylcyclohexanol), C1=CN(C=N1)C(=O)N2C=CN=C2 (CDI), O1CCCC1 (tetrahydrofuran), N1CCCC1 (pyrrolidine), C(CC1=CC=CC=C1)N (phenethylamine). Run in O (water), O (water), C(C)#N (acetonitrile). Conditions: time 2 hour. Yields the product C(CC1=CC=CC=C1)NC(=O)OC1CCC(CC1)COC(=O)N1CCCC1 (pyrrolidine-1-carboxylic acid 4-phenethylcarbamoyloxy-cyclohexylmethyl ester). Yield: 55.0%. Reaction SMILES: [OH:1][CH2:2][CH:3]1[CH2:8][CH2:7][CH:6]([OH:9])[CH2:5][CH2:4]1.C1N=CN([C:15]([N:17]2[CH:21]=N[CH:19]=[CH:18]2)=[O:16])C=1.N1CCCC1.[CH3:27]I.[CH2:29]([NH2:37])[CH2:30][C:31]1[CH:36]=[CH:35][CH:34]=[CH:33][CH:32]=1.[O:38]1CCC[CH2:39]1>O.C(#N)C>[CH2:29]([NH:37][C:39]([O:9][CH:6]1[CH2:7][CH2:8][CH:3]([CH2:2][O:1][C:15]([N:17]2[CH2:18][CH2:19][CH2:27][CH2:21]2)=[O:16])[CH2:4][CH2:5]1)=[O:38])[CH2:30][C:31]1[CH:36]=[CH:35][CH:34]=[CH:33][CH:32]=1. Procedure details: To a solution of 4-hydroxymethylcyclohexanol (2 mmol) in 10 mL of tetrahydrofuran (THF) was added CDI (2.2 mmol) and the resulting mixture was stirred for 2 hours at room temperature. Then, pyrrolidine (3 mmol) was added and stirred for 2 hours at 60° C. The reaction mixture was diluted with water, followed by few times of extraction with methylene chloride. The combined organic layer was dried over anhydrous magnesium sulfate, filtered and concentrated under reduced pressure. The residue was pu...